This data is from the Open Reaction Database (ORD), a public repository of structured organic reaction records. The task is: describe an organic reaction: reactants, conditions, products, and yield Reactants: COC(CCCCCOC=1C(=CC2=C(N(C(=N2)C2=CC=C(C=C2)F)C2=CC=C(C=C2)OC)C1)N)=O (6-[(5-Amino-2-(4-fluorophenyl)-1-(4-methoxyphenyl)-1H-benzimidazol-6-yl)oxy]hexanoic acid methyl ester), ClC1=CC=C(C=C1)S(=O)(=O)Cl (4-chlorobenzenesulfonic acid chloride). Product: COC(CCCCCOC=1C(=CC2=C(N(C(=N2)C2=CC=C(C=C2)F)C2=CC=C(C=C2)OC)C1)NS(=O)(=O)C1=CC=C(C=C1)Cl)=O (6-[[5-[[(4-Chlorophenyl)sulfonyl]amino]-2-(4-fluorophenyl)-1-(4-methoxyphenyl)-1H-benzimidazol-6-yl]oxy]hexanoic acid methyl ester). As a reaction SMILES: [CH3:1][O:2][C:3](=[O:35])[CH2:4][CH2:5][CH2:6][CH2:7][CH2:8][O:9][C:10]1[C:11]([NH2:34])=[CH:12][C:13]2[N:17]=[C:16]([C:18]3[CH:23]=[CH:22][C:21]([F:24])=[CH:20][CH:19]=3)[N:15]([C:25]3[CH:30]=[CH:29][C:28]([O:31][CH3:32])=[CH:27][CH:26]=3)[C:14]=2[CH:33]=1.[Cl:36][C:37]1[CH:42]=[CH:41][C:40]([S:43](Cl)(=[O:45])=[O:44])=[CH:39][CH:38]=1>>[CH3:1][O:2][C:3](=[O:35])[CH2:4][CH2:5][CH2:6][CH2:7][CH2:8][O:9][C:10]1[C:11]([NH:34][S:43]([C:40]2[CH:41]=[CH:42][C:37]([Cl:36])=[CH:38][CH:39]=2)(=[O:45])=[O:44])=[CH:12][C:13]2[N:17]=[C:16]([C:18]3[CH:23]=[CH:22][C:21]([F:24])=[CH:20][CH:19]=3)[N:15]([C:25]3[CH:26]=[CH:27][C:28]([O:31][CH3:32])=[CH:29][CH:30]=3)[C:14]=2[CH:33]=1. Reported procedure: 6-[(5-Amino-2-(4-fluorophenyl)-1-(4-methoxyphenyl)-1H-benzimidazol-6-yl)oxy]hexanoic acid methyl ester was reacted with 4-chlorobenzenesulfonic acid chloride according to general operating instructions 13. Starting materials: [N+](=O)([O-])C1=C(C2=C(N=C1)N(C=C2)S(=O)(=O)C2=CC=CC=C2)NC2COCCC2 (5-nitro-1-(phenylsulfonyl)-N-(tetrahydro-2H-pyran-3-yl)-1H-pyrrolo[2,3-b]pyridin-4-amine). The reagents and catalysts are [Pd] (palladium on carbon). Solvent: C(C)(=O)OCC (ethyl acetate). Reaction conditions: time 16 hour. The product is C1(=CC=CC=C1)S(=O)(=O)N1C=CC=2C1=NC=C(C2NC2COCCC2)N (1-(phenylsulfonyl)-N4-(tetrahydro-2H-pyran-3-yl)-1H-pyrrolo[2,3-b]pyridine-4,5-diamine). Yield: 94.1%. Reaction SMILES: [N+:1]([C:4]1[CH:9]=[N:8][C:7]2[N:10]([S:13]([C:16]3[CH:21]=[CH:20][CH:19]=[CH:18][CH:17]=3)(=[O:15])=[O:14])[CH:11]=[CH:12][C:6]=2[C:5]=1[NH:22][CH:23]1[CH2:28][CH2:27][CH2:26][O:25][CH2:24]1)([O-])=O>C(OCC)(=O)C.[Pd]>[C:16]1([S:13]([N:10]2[C:7]3=[N:8][CH:9]=[C:4]([NH2:1])[C:5]([NH:22][CH:23]4[CH2:28][CH2:27][CH2:26][O:25][CH2:24]4)=[C:6]3[CH:12]=[CH:11]2)(=[O:14])=[O:15])[CH:17]=[CH:18][CH:19]=[CH:20][CH:21]=1. Procedure details: To a solution of 5-nitro-1-(phenylsulfonyl)-N-(tetrahydro-2H-pyran-3-yl)-1H-pyrrolo[2,3-b]pyridin-4-amine (11.7 g, 29.1 mmol) in ethyl acetate (400 mL) was added 10% palladium on carbon (3.0 g, 3.0 mmol). The mixture was stirred at ambient temperature under an atmosphere of hydrogen for 16 h. Filtration and concentration afforded 10.2 g (94.2%) of 1-(phenylsulfonyl)-N4-(tetrahydro-2H-pyran-3-yl)-1H-pyrrolo[2,3-b]pyridine-4,5-diamine. LCMS (Method E, ESI): RT=1.16 min, m+H=373.3; 1H NMR (400 MHz,... Reactants: C1CCOC1, [Li+], [OH-], O, O, COC(=O)CC(O)C(=O)N1CCN(c2nc(-c3ccccc3O)nc3cc(C)ccc23)CC1. Yields the product Cc1ccc2c(N3CCN(C(=O)C(O)CC(=O)O)CC3)nc(-c3ccccc3O)nc2c1. Reaction SMILES: [CH2:37]1[O:38][CH2:39][CH2:40][CH2:41]1.[Li+:35].[OH-:34].[OH2:36].[OH2:42].[OH:1][CH:2]([CH2:3][C:4](=[O:5])[O:6][CH3:7])[C:8](=[O:9])[N:10]1[CH2:11][CH2:12][N:13]([c:16]2[n:17][c:18](-[c:27]3[c:28]([OH:33])[cH:29][cH:30][cH:31][cH:32]3)[n:19][c:20]3[cH:21][c:22]([CH3:26])[cH:23][cH:24][c:25]23)[CH2:14][CH2:15]1>>[OH:1][CH:2]([CH2:3][C:4](=[O:5])[OH:6])[C:8](=[O:9])[N:10]1[CH2:11][CH2:12][N:13]([c:16]2[n:17][c:18](-[c:27]3[c:28]([OH:33])[cH:29][cH:30][cH:31][cH:32]3)[n:19][c:20]3[cH:21][c:22]([CH3:26])[cH:23][cH:24][c:25]23)[CH2:14][CH2:15]1. Starting materials: CN(C)N, COCC=CC=O. Product: COCC=CC=NN(C)C. Reaction SMILES: [CH3:1][N:2]([NH2:3])[CH3:4].[CH3:5][O:6][CH2:7][CH:8]=[CH:9][CH:10]=[O:11]>>[CH3:1][N:2]([N:3]=[CH:10][CH:9]=[CH:8][CH2:7][O:6][CH3:5])[CH3:4]. Yield: 98.9%. Procedure details: To a suspension of 4-(1,3-diethyl-6-methyl-2,4-dioxo-5-pyrimidinyl)-L-phenylalanine methyl ester hydrochloride salt (0.76 mmol, 0.3 g) and 2,6-dichlorobenzoyl chloride (0.84 mmol, 0.175 g) in dichloromethane (2 mL) was added diisopropylethylamine (3.03 mmol, 0.53 mL) at room temperature. After 5 min, everything went into solution and the clear yellow solution was stirred for 15 h at room temperature. The resulting brown solution was diluted with dichloromethane (25 mL). The dichloromethane layer... Run in ClCCl (dichloromethane), ClCCl (dichloromethane). Product: COC([C@@H](NC(=O)C1=C(C=CC=C1Cl)Cl)CC1=CC=C(C=C1)C=1C(N(C(N(C1C)CC)=O)CC)=O)=O (N-[(2,6-dichlorophenyl)carbonyl]-4-(1,3-diethyl-6-methyl-2,4-dioxo-5-pyrimidinyl)-L-phenylalanine methyl ester). Reaction conditions: time 5 minute. Reactants: Cl.COC([C@@H](N)CC1=CC=C(C=C1)C=1C(N(C(N(C1C)CC)=O)CC)=O)=O (4-(1,3-diethyl-6-methyl-2,4-dioxo-5-pyrimidinyl)-L-phenylalanine methyl ester hydrochloride salt), ClC1=C(C(=O)Cl)C(=CC=C1)Cl (2,6-dichlorobenzoyl chloride), C(C)(C)N(CC)C(C)C (diisopropylethylamine). As a reaction SMILES: Cl.[CH3:2][O:3][C:4](=[O:27])[C@H:5]([CH2:7][C:8]1[CH:13]=[CH:12][C:11]([C:14]2[C:15](=[O:26])[N:16]([CH2:24][CH3:25])[C:17](=[O:23])[N:18]([CH2:21][CH3:22])[C:19]=2[CH3:20])=[CH:10][CH:9]=1)[NH2:6].[Cl:28][C:29]1[CH:37]=[CH:36][CH:35]=[C:34]([Cl:38])[C:30]=1[C:31](Cl)=[O:32].C(N(C(C)C)CC)(C)C>ClCCl>[CH3:2][O:3][C:4](=[O:27])[C@H:5]([CH2:7][C:8]1[CH:9]=[CH:10][C:11]([C:14]2[C:15](=[O:26])[N:16]([CH2:24][CH3:25])[C:17](=[O:23])[N:18]([CH2:21][CH3:22])[C:19]=2[CH3:20])=[CH:12][CH:13]=1)[NH:6][C:31]([C:30]1[C:29]([Cl:28])=[CH:37][CH:36]=[CH:35][C:34]=1[Cl:38])=[O:32] |f:0.1|.